From a dataset of the Open Reaction Database (ORD), a public repository of structured organic reaction records. describe an organic reaction: reactants, conditions, products, and yield Starting materials: CC(=O)O, Nc1ccc(C(F)(F)F)c(F)c1, O=C1CCC(=O)N1I. The product is Nc1cc(F)c(C(F)(F)F)cc1I. Reaction SMILES: [CH3:21][C:22](=[O:23])[OH:24].[F:9][c:10]1[cH:11][c:12]([NH2:13])[cH:14][cH:15][c:16]1[C:17]([F:18])([F:19])[F:20].[I:1][N:2]1[C:3](=[O:4])[CH2:5][CH2:6][C:7]1=[O:8]>>[I:1][c:14]1[c:12]([NH2:13])[cH:11][c:10]([F:9])[c:16]([C:17]([F:18])([F:19])[F:20])[cH:15]1. The reactants are CC1=[N+](C=CC(=C1C)[N+](=O)[O-])[O-] (2,3-Dimethyl-4-nitropyridine-1-oxide), C(O)([O-])=O.[K+] (potassium hydrogen carbonate). Reagents/catalysts: [Br-].C(CCC)[N+](CCCC)(CCCC)CCCC (tetrabutylammonium bromide). Run in CO (methanol). Conditions: time 10 hour. The product is CC1=[N+](C=CC(=C1C)OC)[O-] (2,3-dimethyl-4-methoxypyridine-1-oxide). The yield is 94.4%. RXN SMILES: [CH3:1][C:2]1[C:7]([CH3:8])=[C:6]([N+]([O-])=O)[CH:5]=[CH:4][N+:3]=1[O-:12].[C:13](=O)([O-])[OH:14].[K+]>CO.[Br-].C([N+](CCCC)(CCCC)CCCC)CCC>[CH3:1][C:2]1[C:7]([CH3:8])=[C:6]([O:14][CH3:13])[CH:5]=[CH:4][N+:3]=1[O-:12] |f:1.2,4.5|. Reported procedure: 2,3-Dimethyl-4-nitropyridine-1-oxide (5 g) was dissolved in methanol (30 ml). To the solution were added tetrabutylammonium bromide (0.5 g) and potassium hydrogen carbonate (5.6 g), and the mixture was heated (temperature 80°-85° C.) under reflux with stirring for 10 hours. The solid matter was removed from the reaction mixture by filtration, and the filtrate was concentrated and applied to a silica gel (100 g) column. Elution with methanol-dichloromethane (1:9) and recrystallization from ethyl ... Starting materials: ClC=1C=C2C=3C(C4=C(C(C3NC2=CC1Cl)(C)C)C=C(C=C4)OC)=O (2,3-dichloro-8-methoxy-6,6-dimethyl-5,6-dihydro-benzo[b]carbazol-11-one), [Cl-].[NH+]1=CC=CC=C1 (pyridinium chloride), C(C)(=O)OCC (ethyl acetate). Procedure details: Mixture of 2,3-dichloro-8-methoxy-6,6-dimethyl-5,6-dihydro-benzo[b]carbazol-11-one (Compound Y3, 16.5 mg, 0.0457 mmol) and pyridinium chloride (0.2 g) was stirred at ambient temperature of 160° C. for 7 hr. The reaction mixture was cooled to room temperature and added with ethyl acetate and water. The mixture was extracted three times with ethyl acetate. The organic layer was washed twice with water, dried over sodium sulfate, and concentrated under reduced pressure. The resulting crude product ... Reaction SMILES: [Cl:1][C:2]1[CH:3]=[C:4]2[C:12](=[CH:13][C:14]=1[Cl:15])[NH:11][C:10]1[C:9]([CH3:17])([CH3:16])[C:8]3[CH:18]=[C:19]([O:22]C)[CH:20]=[CH:21][C:7]=3[C:6](=[O:24])[C:5]2=1.[Cl-].[NH+]1C=CC=CC=1.C(OCC)(=O)C>O>[Cl:1][C:2]1[CH:3]=[C:4]2[C:12](=[CH:13][C:14]=1[Cl:15])[NH:11][C:10]1[C:9]([CH3:17])([CH3:16])[C:8]3[CH:18]=[C:19]([OH:22])[CH:20]=[CH:21][C:7]=3[C:6](=[O:24])[C:5]2=1 |f:1.2|. Conditions: temperature 160 celsius, time 7 hour. Product: ClC=1C=C2C=3C(C4=C(C(C3NC2=CC1Cl)(C)C)C=C(C=C4)O)=O (2,3-Dichloro-8-hydroxy-6,6-dimethyl-5,6-dihydro-benzo[b]carbazol-11-one). The solvent is O (water).